From a dataset of the Open Reaction Database (ORD), a public repository of structured organic reaction records. describe an organic reaction: reactants, conditions, products, and yield Starting materials: ClC=1C=C(C=CC1Cl)[C@@H](CNC)CCN1CCC(CC1)N1C(NCCC1)=O (N-[(S)-2-(3,4-dichlorophenyl)4-[4-[tetrahydro-2-oxo-1(2H)-pyrimidinyl]-1-piperidinyl]butyl]-N-methylamine), C1(=CC=CC=2CCCCC12)C(=O)Cl (5,6,7,8 tetrahydo-1-naphthalenecarbonyl chloride), citrate salt. Product: ClC=1C=C(C=CC1Cl)[C@@H](CN(C(=O)C1=CC=CC=2CCCCC12)C)CCN1CCC(CC1)N1C(NCCC1)=O (N-[(S)-2-(3,4-Dichlorophenyl)-4-[4-[tetrahydro-2-oxo-1(2H)-pyrimidinyl]-1-piperidinyl]butyl]-N-methyl-5,6,7,8-tetrahydro-1-naphthamide). As a reaction SMILES: [Cl:1][C:2]1[CH:3]=[C:4]([C@H:9]([CH2:13][CH2:14][N:15]2[CH2:20][CH2:19][CH:18]([N:21]3[CH2:26][CH2:25][CH2:24][NH:23][C:22]3=[O:27])[CH2:17][CH2:16]2)[CH2:10][NH:11][CH3:12])[CH:5]=[CH:6][C:7]=1[Cl:8].[C:28]1([C:38](Cl)=[O:39])[C:37]2[CH2:36][CH2:35][CH2:34][CH2:33][C:32]=2[CH:31]=[CH:30][CH:29]=1>>[Cl:1][C:2]1[CH:3]=[C:4]([C@H:9]([CH2:13][CH2:14][N:15]2[CH2:20][CH2:19][CH:18]([N:21]3[CH2:26][CH2:25][CH2:24][NH:23][C:22]3=[O:27])[CH2:17][CH2:16]2)[CH2:10][N:11]([CH3:12])[C:38]([C:28]2[C:37]3[CH2:36][CH2:35][CH2:34][CH2:33][C:32]=3[CH:31]=[CH:30][CH:29]=2)=[O:39])[CH:5]=[CH:6][C:7]=1[Cl:8]. Procedure details: Using standard acylation conditions N-[(S)-2-(3,4-dichlorophenyl)4-[4-[tetrahydro-2-oxo-1(2H)-pyrimidinyl]-1-piperidinyl]butyl]-N-methylamine (S. C. Miller,. WO 9505377) was reacted with 5,6,7,8-tetrahydro-1-naphthalenecarbonyl chloride (Example 1) and the product was converted to the citrate salt MS: m/z 571 (M+H). Analysis for C31H40O2Cl2N4.C6H8O7.3.0H2O: calculated: C,54.34; H, 6.66; N, 6.85; found: C, 54.26; H, 5.97; N, 6.47.